From a dataset of the Open Reaction Database (ORD), a public repository of structured organic reaction records. describe an organic reaction: reactants, conditions, products, and yield Starting materials: FC(C(=O)O)(F)F.NC1=NC(=NC=C1C(=O)C1=C(C=CC(=C1)F)OC)NC1CCNCC1 ([4-amino-2-(piperidin-4-ylamino)-pyrimidin-5-yl]-(5-fluoro-2-methoxy-phenyl)-methanone trifluoroacetic acid salt), C(C)(C)S(=O)(=O)Cl (isopropyl sulfonyl chloride). Product: NC1=NC(=CC=C1C(=O)C1=C(C=CC(=C1)F)OC)NC1CCN(CC1)S(=O)(=O)C(C)C ({2-Amino-6-[1-(propane-2-sulfonyl)-piperidin-4-ylamino]-pyridin-3-yl}-(5-fluoro-2-methoxy-phenyl)-methanone). RXN SMILES: F[C:2](F)(F)C(O)=O.[NH2:8][C:9]1[C:14]([C:15]([C:17]2[CH:22]=[C:21]([F:23])[CH:20]=[CH:19][C:18]=2[O:24][CH3:25])=[O:16])=[CH:13]N=[C:11]([NH:26][CH:27]2[CH2:32][CH2:31][NH:30][CH2:29][CH2:28]2)[N:10]=1.[CH:33]([S:36](Cl)(=[O:38])=[O:37])([CH3:35])[CH3:34]>>[NH2:8][C:9]1[C:14]([C:15]([C:17]2[CH:22]=[C:21]([F:23])[CH:20]=[CH:19][C:18]=2[O:24][CH3:25])=[O:16])=[CH:13][CH:2]=[C:11]([NH:26][CH:27]2[CH2:32][CH2:31][N:30]([S:36]([CH:33]([CH3:35])[CH3:34])(=[O:38])=[O:37])[CH2:29][CH2:28]2)[N:10]=1 |f:0.1|. Reported procedure: The title compound was prepared from [4-amino-2-(piperidin-4-ylamino)-pyrimidin-5-yl]-(5-fluoro-2-methoxy-phenyl)-methanone trifluoroacetic acid salt (Example 22) and isopropyl sulfonyl chloride (Aldrich 97%) using the procedure described in Example 24. HRMS, observed: 451.1814, Calcd for (M+H)+: 451.1810. Starting materials: CC(C)(C)OC(=O)N1CCCC1c1cncc(Br)c1, O=C([O-])[O-], C#CC(C)(C)O, COCCOC, CCOC(C)=O, [Cu]I, [K+], [K+], O, c1ccc(P(c2ccccc2)c2ccccc2)cc1. The product is C#CC(C)(O)Cc1cncc(C2CCCN2C(=O)OC(C)(C)C)c1. RXN SMILES: [Br:1][c:2]1[cH:3][c:4]([CH:8]2[N:9]([C:13](=[O:14])[O:15][C:16]([CH3:17])([CH3:18])[CH3:19])[CH2:10][CH2:11][CH2:12]2)[cH:5][n:6][cH:7]1.[C:39](=[O:40])([O-:41])[O-:42].[CH3:45][C:46]([CH3:47])([C:48]#[CH:49])[OH:50].[CH3:51][O:52][CH2:53][CH2:54][O:55][CH3:56].[CH3:60][CH2:61][O:62][C:63](=[O:64])[CH3:65].[Cu:58][I:59].[K+:43].[K+:44].[OH2:57].[c:20]1([P:21]([c:22]2[cH:23][cH:24][cH:25][cH:26][cH:27]2)[c:28]2[cH:29][cH:30][cH:31][cH:32][cH:33]2)[cH:34][cH:35][cH:36][cH:37][cH:38]1>>[c:2]1([CH2:45][C:46]([CH3:47])([C:48]#[CH:49])[OH:50])[cH:3][c:4]([CH:8]2[N:9]([C:13](=[O:14])[O:15][C:16]([CH3:17])([CH3:18])[CH3:19])[CH2:10][CH2:11][CH2:12]2)[cH:5][n:6][cH:7]1. Starting materials: Cl (HCl), C(C)OC(C(CC1=C(C=CC(=C1)C)F)NC(=O)OC(C)(C)C)=O (2-tert-butoxycarbonylamino-3-(2-fluoro-5-methylphenyl)-propionic acid ethyl ester), [OH-].[Li+] (lithium hydroxide). Run in C1CCOC1 (THF), CO (MeOH), O (H2O). Product: C(C)(C)(C)OC(=O)NC(C(=O)O)CC1=C(C=CC(=C1)C)F (2-tert-Butoxycarbonylamino-3-(2-fluoro-5-methylphenyl)-propionic acid). RXN SMILES: C([O:3][C:4](=[O:23])[CH:5]([NH:15][C:16]([O:18][C:19]([CH3:22])([CH3:21])[CH3:20])=[O:17])[CH2:6][C:7]1[CH:12]=[C:11]([CH3:13])[CH:10]=[CH:9][C:8]=1[F:14])C.[OH-].[Li+].Cl>C1COCC1.CO.O>[C:19]([O:18][C:16]([NH:15][CH:5]([CH2:6][C:7]1[CH:12]=[C:11]([CH3:13])[CH:10]=[CH:9][C:8]=1[F:14])[C:4]([OH:23])=[O:3])=[O:17])([CH3:22])([CH3:21])[CH3:20] |f:1.2|. Procedure: To a solution of 2-tert-butoxycarbonylamino-3-(2-fluoro-5-methylphenyl)-propionic acid ethyl ester (7.7 g, 24 mmol) in 60 mL of THF and 60 mL of MeOH is added lithium hydroxide (1.5 g, 35.6 mmol) in H2O (15 mL). The reaction is stirred at room temperature for 1.5 hr after which time 1M HCl is added until the mixture reaches pH 4. The product is extracted into dichloromethane and the combine the organic layers are dried over MgSO4, filtered, and concentrated to give the title compound. Reaction SMILES: [Cl:1][CH2:2][CH2:3][C:4]([C:5](=[O:6])[O:7][CH2:8][CH3:9])([CH2:10][CH3:11])[CH2:12][CH3:13].[K+:14].[S-:15][C:16]#[N:17]>>[CH2:2]([CH2:3][C:4]([C:5](=[O:6])[O:7][CH2:8][CH3:9])([CH2:10][CH3:11])[CH2:12][CH3:13])[S:15][C:16]#[N:17]. Reactants: CCOC(=O)C(CC)(CC)CCCl, [K+], N#C[S-]. The product is CCOC(=O)C(CC)(CC)CCSC#N. Starting materials: (PhCN)2PdCl2, OP(=O)(O)O (H3PO4), CC(=C)C=CCCC(=C)C (2,7-dimethyl-1,3,7-octatriene). Run in C(C)(C)O (isopropanol). Product: CC(=C)CC=CC=C(C)C (2,7-dimethyl-1,4,6-octatriene). Yield: 75.3%. Reaction SMILES: [CH3:1][C:2]([CH:4]=[CH:5][CH2:6][CH2:7][C:8]([CH3:10])=[CH2:9])=[CH2:3].OP(O)(O)=O>C(O)(C)C>[CH3:10][C:8]([CH2:7][CH:6]=[CH:5][CH:4]=[C:2]([CH3:3])[CH3:1])=[CH2:9]. Reported procedure: 10 g of 2,7-dimethyl-1,3,7-octatriene are kept at reflux temperature under argon atmosphere for 24 hours together with 25 ml of isopropanol and 0.384 g of (PhCN)2PdCl2 and 0,1 g of H3PO4. After this period 75.3% of 2,7-dimethyl-1,4,6-octatriene have been formed (GC-analysis). Reactants: FB(F)F, Brc1ccccc1, CCOCC, CCCCC(=O)O, ClCC(Cl)(Cl)Cl, O=C(CCl)OC(=O)CCl. Yields the product CCCCC(=O)c1ccccc1Br. RXN SMILES: [B:29]([F:30])([F:31])[F:32].[Br:17][c:18]1[cH:19][cH:20][cH:21][cH:22][cH:23]1.[CH2:24]([O:25][CH2:26][CH3:27])[CH3:28].[CH3:1][CH2:2][CH2:3][CH2:4][C:5]([OH:6])=[O:7].[Cl:33][CH2:34][C:35]([Cl:36])([Cl:37])[Cl:38].[Cl:8][CH2:9][C:10]([O:11][C:12](=[O:13])[CH2:14][Cl:15])=[O:16]>>[CH3:1][CH2:2][CH2:3][CH2:4][C:5](=[O:6])[c:19]1[c:18]([Br:17])[cH:23][cH:22][cH:21][cH:20]1. Starting materials: CCCC(Br)C(=O)OC(c1ccccc1)c1ccccc1, O=C([O-])[O-], CS(C)=O, O=Cc1ccccc1O, Cl, [K+], [K+], O. Product: CCCC(Oc1ccccc1C=O)C(=O)OC(c1ccccc1)c1ccccc1. As a reaction SMILES: [Br:10][CH:11]([C:12](=[O:13])[O:14][CH:15]([c:16]1[cH:17][cH:18][cH:19][cH:20][cH:21]1)[c:22]1[cH:23][cH:24][cH:25][cH:26][cH:27]1)[CH2:28][CH2:29][CH3:30].[C:31](=[O:32])([O-:33])[O-:34].[CH3:38][S:39]([CH3:40])=[O:41].[CH:1](=[O:2])[c:3]1[cH:4][cH:5][cH:6][cH:7][c:8]1[OH:9].[ClH:37].[K+:35].[K+:36].[OH2:42]>>[CH:1](=[O:2])[c:3]1[cH:4][cH:5][cH:6][cH:7][c:8]1[O:9][CH:11]([C:12](=[O:13])[O:14][CH:15]([c:16]1[cH:17][cH:18][cH:19][cH:20][cH:21]1)[c:22]1[cH:23][cH:24][cH:25][cH:26][cH:27]1)[CH2:28][CH2:29][CH3:30]. Reactants: C(C)OC=1C=C(CN2CCC(CC2)N)C=CC1OC (1-(3-ethoxy-4-methoxy-benzyl)-piperidin-4-ylamine), C(C)OC=1C=C(CN2CCC(CC2)N)C=CC1OC (1-(3-ethoxy-4-methoxy-benzyl)-piperidin-4-ylamine), ClC1=NC(=NC2=CC=CC=C12)C1=CC=CC=C1 (4-chloro-2-phenyl-quinazoline). The solvent is CC(=O)N(C)C (DMAc). Yields the product C(C)OC=1C=C(CN2CCC(CC2)NC2=NC(=NC3=CC=CC=C23)C2=CC=CC=C2)C=CC1OC ([1-(3-Ethoxy-4-methoxy-benzyl)-piperidin-4-yl]-(2-phenyl-quinazolin-4-yl)-amine). Isolated yield 3.0%. As a reaction SMILES: Cl[C:2]1[C:11]2[C:6](=[CH:7][CH:8]=[CH:9][CH:10]=2)[N:5]=[C:4]([C:12]2[CH:17]=[CH:16][CH:15]=[CH:14][CH:13]=2)[N:3]=1.[CH2:18]([O:20][C:21]1[CH:22]=[C:23]([CH:32]=[CH:33][C:34]=1[O:35][CH3:36])[CH2:24][N:25]1[CH2:30][CH2:29][CH:28]([NH2:31])[CH2:27][CH2:26]1)[CH3:19]>CC(N(C)C)=O>[CH2:18]([O:20][C:21]1[CH:22]=[C:23]([CH:32]=[CH:33][C:34]=1[O:35][CH3:36])[CH2:24][N:25]1[CH2:26][CH2:27][CH:28]([NH:31][C:2]2[C:11]3[C:6](=[CH:7][CH:8]=[CH:9][CH:10]=3)[N:5]=[C:4]([C:12]3[CH:17]=[CH:16][CH:15]=[CH:14][CH:13]=3)[N:3]=2)[CH2:29][CH2:30]1)[CH3:19]. Procedure details: A solution of 4-chloro-2-phenyl-quinazoline (36.1 mg, 0.15 mmol, 1.0 equiv; commercially available) and 1-(3-ethoxy-4-methoxy-benzyl)-piperidin-4-ylamine (47.6 mg, 0.18 mmol, 1.2 equiv; intermediate A1) in DMAc (1.5 mL) was heated by microwave irradiation to 180° C. for 10 min. Removal of the solvent under reduced pressure and purification by preparative HPLC on reversed phase eluting with a gradient of acetonitrile/water provided 1.6 mg (3%) of the title compound. MS (ISP): 469.4 [M+H]+.